This data is from the Open Reaction Database (ORD), a public repository of structured organic reaction records. The task is: describe an organic reaction: reactants, conditions, products, and yield Run at temperature 167.5 celsius, time 3.5 hour. Solvent: O (water), CS(=O)C (dimethyl sulfoxide). Reported procedure: In 600 mL of dimethyl sulfoxide were suspended 363.6 g (1120 mmol) of 4-(diphenylmethoxy)-1-piperidinepropaneamine, 200.0 g (747 mmol) of ethyl 2-(6-chloroimidazo[1,2-b]pyridazin-2-yl)-2-methylpropionate and 158.4 g (1490 mmol) of sodium carbonate, which were then heated in an oil bath (bath temperature 165-170° C.) under a nitrogen gas stream and stirred for 3.5 hours. After cooling to room temperature, 2000 mL of ethyl acetate and 2000 mL of water were added, followed by separation into two la... As a reaction SMILES: [C:1]1([CH:7]([C:19]2[CH:24]=[CH:23][CH:22]=[CH:21][CH:20]=2)[O:8][CH:9]2[CH2:14][CH2:13][N:12]([CH2:15][CH2:16][CH2:17][NH2:18])[CH2:11][CH2:10]2)[CH:6]=[CH:5][CH:4]=[CH:3][CH:2]=1.Cl[C:26]1[CH:27]=[CH:28][C:29]2[N:30]([CH:32]=[C:33]([C:35]([CH3:42])([CH3:41])[C:36]([O:38][CH2:39][CH3:40])=[O:37])[N:34]=2)[N:31]=1.C(=O)([O-])[O-].[Na+].[Na+].C(OCC)(=O)C>CS(C)=O.O>[C:19]1([CH:7]([C:1]2[CH:2]=[CH:3][CH:4]=[CH:5][CH:6]=2)[O:8][CH:9]2[CH2:14][CH2:13][N:12]([CH2:15][CH2:16][CH2:17][NH:18][C:26]3[CH:27]=[CH:28][C:29]4[N:30]([CH:32]=[C:33]([C:35]([CH3:41])([CH3:42])[C:36]([O:38][CH2:39][CH3:40])=[O:37])[N:34]=4)[N:31]=3)[CH2:11][CH2:10]2)[CH:24]=[CH:23][CH:22]=[CH:21][CH:20]=1 |f:2.3.4|. Yield: 141.6%. Yields the product C1(=CC=CC=C1)C(OC1CCN(CC1)CCCNC=1C=CC=2N(N1)C=C(N2)C(C(=O)OCC)(C)C)C2=CC=CC=C2 (ethyl 2-[6-[3-[4-(diphenylmethoxy)piperidino]propylamino]imidazo[1,2-b]pyridazin-2-yl]-2-methylpropionate). The reactants are C(C)(=O)OCC (ethyl acetate), C1(=CC=CC=C1)C(OC1CCN(CC1)CCCN)C1=CC=CC=C1 (4-(diphenylmethoxy)-1-piperidinepropaneamine), ClC=1C=CC=2N(N1)C=C(N2)C(C(=O)OCC)(C)C (ethyl 2-(6-chloroimidazo[1,2-b]pyridazin-2-yl)-2-methylpropionate), C([O-])([O-])=O.[Na+].[Na+] (sodium carbonate). Reactants: FC=1C=C(C(=O)O)C=CC1O (3-fluoro-4-hydroxybenzoic acid), FC(C1=CC=C(CBr)C=C1)(F)F (4-(trifluoromethyl)-benzyl bromide). Yields the product FC(C1=CC=C(COC(C2=CC(=C(C=C2)OCC2=CC=C(C=C2)C(F)(F)F)F)=O)C=C1)(F)F (3-Fluoro-4-(4-trifluoromethyl-benzyloxy)-benzoic acid 4-trifluoromethyl-benzyl ester). Isolated yield 69.0%. Reaction SMILES: [F:1][C:2]1[CH:3]=[C:4]([CH:8]=[CH:9][C:10]=1[OH:11])[C:5]([OH:7])=[O:6].[F:12][C:13]([F:23])([F:22])[C:14]1[CH:21]=[CH:20][C:17]([CH2:18]Br)=[CH:16][CH:15]=1>>[F:12][C:13]([F:23])([F:22])[C:14]1[CH:21]=[CH:20][C:17]([CH2:18][O:6][C:5](=[O:7])[C:4]2[CH:8]=[CH:9][C:10]([O:11][CH2:18][C:17]3[CH:16]=[CH:15][C:14]([C:13]([F:12])([F:22])[F:23])=[CH:21][CH:20]=3)=[C:2]([F:1])[CH:3]=2)=[CH:16][CH:15]=1. Procedure: As described for example 18a, 3-fluoro-4-hydroxybenzoic acid (2.5 g, 16 mmol) [using 4-(trifluoromethyl)-benzyl bromide instead of 4-fluorobenzyl bromide] was converted to the title compound (5.3 g, 69%) which was obtained as a white solid. MS: m/e=472.1 (M+). The reactants are C1CCOC1, O=C(Cl)c1cccnc1Oc1ccc(Cl)cc1, ClCCl, CC(C)C(=O)Nc1cccc(C2CCN(CCCCN)CC2)c1. The product is CC(C)C(=O)Nc1cccc(C2CCN(CCCCNC(=O)c3cccnc3Oc3ccc(Cl)cc3)CC2)c1. As a reaction SMILES: [CH2:41]1[O:42][CH2:43][CH2:44][CH2:45]1.[Cl:24][c:25]1[cH:26][cH:27][c:28]([O:29][c:30]2[c:31]([C:32](=[O:33])[Cl:34])[cH:35][cH:36][cH:37][n:38]2)[cH:39][cH:40]1.[Cl:46][CH2:47][Cl:48].[NH2:1][CH2:2][CH2:3][CH2:4][CH2:5][N:6]1[CH2:7][CH2:8][CH:9]([c:12]2[cH:13][c:14]([NH:18][C:19]([CH:20]([CH3:21])[CH3:22])=[O:23])[cH:15][cH:16][cH:17]2)[CH2:10][CH2:11]1>>[NH:1]([CH2:2][CH2:3][CH2:4][CH2:5][N:6]1[CH2:7][CH2:8][CH:9]([c:12]2[cH:13][c:14]([NH:18][C:19]([CH:20]([CH3:21])[CH3:22])=[O:23])[cH:15][cH:16][cH:17]2)[CH2:10][CH2:11]1)[C:32]([c:31]1[c:30]([O:29][c:28]2[cH:27][cH:26][c:25]([Cl:24])[cH:40][cH:39]2)[n:38][cH:37][cH:36][cH:35]1)=[O:33]. Starting materials: ClC1=CC=C(C=C1)C1(N=C(N(C1(C)C1=CC=C(C=C1)Cl)C(=O)Cl)C1=C(C=C(C=C1)C(F)(F)F)OCC)C (rac-(4S*,5R*)-4,5-bis-(4-chloro-phenyl)-2-(2-ethoxy-4-trifluoromethyl-phenyl)-4,5-dimethyl-4,5-dihydro-imidazole-1-carbonyl chloride), NCC(CO)O (3-amino-propane-1,2-diol). Yields the product OC(CNC(=O)N1C(=NC(C1(C)C1=CC=C(C=C1)Cl)(C)C1=CC=C(C=C1)Cl)C1=C(C=C(C=C1)C(F)(F)F)OCC)CO (rac-(4S*,5R*)-4,5-Bis-(4-chloro-phenyl)-2-(2-ethoxy-4-trifluoromethyl-phenyl)-4,5-dimethyl-4,5-dihydro-imidazole-1-carboxylic acid (2,3-dihydroxy-propyl)-amide). RXN SMILES: [Cl:1][C:2]1[CH:7]=[CH:6][C:5]([C:8]2([CH3:37])[C:12]([C:14]3[CH:19]=[CH:18][C:17]([Cl:20])=[CH:16][CH:15]=3)([CH3:13])[N:11]([C:21](Cl)=[O:22])[C:10]([C:24]3[CH:29]=[CH:28][C:27]([C:30]([F:33])([F:32])[F:31])=[CH:26][C:25]=3[O:34][CH2:35][CH3:36])=[N:9]2)=[CH:4][CH:3]=1.[NH2:38][CH2:39][CH:40]([OH:43])[CH2:41][OH:42]>>[OH:43][CH:40]([CH2:41][OH:42])[CH2:39][NH:38][C:21]([N:11]1[C:12]([C:14]2[CH:19]=[CH:18][C:17]([Cl:20])=[CH:16][CH:15]=2)([CH3:13])[C:8]([C:5]2[CH:4]=[CH:3][C:2]([Cl:1])=[CH:7][CH:6]=2)([CH3:37])[N:9]=[C:10]1[C:24]1[CH:29]=[CH:28][C:27]([C:30]([F:31])([F:33])[F:32])=[CH:26][C:25]=1[O:34][CH2:35][CH3:36])=[O:22]. Reported procedure: In a manner analogous to the method described in example 5, rac-(4S*,5R*)-4,5-bis-(4-chloro-phenyl)-2-(2-ethoxy-4-trifluoromethyl-phenyl)-4,5-dimethyl-4,5-dihydro-imidazole-1-carbonyl chloride was reacted with 3-amino-propane-1,2-diol (Aldrich) to give the title compound as a mixture of diastereomers. HR-MS (ES, m/z) calculated for C30H31N3O4F3Cl2 [(M+H)+] 624.1638, observed 624.1641. The product is c1cn(CC2CCCCC2)cn1. Reaction SMILES: [Br:1][CH2:2][CH:3]1[CH2:4][CH2:5][CH2:6][CH2:7][CH2:8]1.[CH3:15][CH2:16][OH:17].[Na:14].[nH:9]1[cH:10][n:11][cH:12][cH:13]1>>[CH2:2]([CH:3]1[CH2:4][CH2:5][CH2:6][CH2:7][CH2:8]1)[n:9]1[cH:10][n:11][cH:12][cH:13]1. Starting materials: BrCC1CCCCC1, CCO, [Na], c1c[nH]cn1. The reactants are [Si](C)(C)(C(C)(C)C)Cl (t-butyldimethylsilyl chloride), N1C=NC=C1 (imidazole), C(C=C)C1=C(C2=CC=CC=C2C=C1)O (2-(2-propenyl)-1-naphthol), C([O-])(O)=O.[Na+] (sodium bicarbonate). Solvent: N,N"-dimethylformamide, CCCCCC (hexane). The product is C(C=C)C1=C(C2=CC=CC=C2C=C1)O[Si](C)(C)C(C)(C)C (2-(2-Propenyl)-1-t-butyldimethylsilyloxynaphthalene). Yield: 95.0%. RXN SMILES: [CH2:1]([C:4]1[CH:13]=[CH:12][C:11]2[C:6](=[CH:7][CH:8]=[CH:9][CH:10]=2)[C:5]=1[OH:14])[CH:2]=[CH2:3].[Si:15](Cl)([C:18]([CH3:21])([CH3:20])[CH3:19])([CH3:17])[CH3:16].N1C=CN=C1.C(=O)(O)[O-].[Na+]>CCCCCC>[CH2:1]([C:4]1[CH:13]=[CH:12][C:11]2[C:6](=[CH:7][CH:8]=[CH:9][CH:10]=2)[C:5]=1[O:14][Si:15]([C:18]([CH3:21])([CH3:20])[CH3:19])([CH3:17])[CH3:16])[CH:2]=[CH2:3] |f:3.4|. Procedure details: A mixture of 2-(2-propenyl)-1-naphthol (Example 118 Part A; 101.9 g, 0.550 mole), t-butyldimethylsilyl chloride (100.0 g, 0.660 mole), and imidazole (93.6 g, 1.375 mole) in N,N"-dimethylformamide was stirred at room temperature for 6.5 hours. It was then poured into saturated aqueous sodium bicarbonate, and the crude product isolated by extraction with hexane. The residue was distilled at reduced pressure to provide the title compound (155.2 g, 95%), bp 135°-140° (0.1 torr).